This data is from the Open Reaction Database (ORD), a public repository of structured organic reaction records. The task is: describe an organic reaction: reactants, conditions, products, and yield The solvent is C(C)C(=O)C (methyl ethyl ketone). Reported procedure: ml (0.95 mmol) of iodobutane is added to a solution of 400 mg (0.86 mmol) of methyl 3-(4-{3-[4-(butane-1-sulfonyloxy)-3-methoxyphenyl]propyl}-2-hydroxyphenyl)propanoate (prepared according to Example 10i) and 178 mg (1.29 mmol) of potassium carbonate in 10 ml of methyl ethyl ketone, and the reaction mixture is then heated at 70° C. for 18 hours. The reaction is treated by adding 20 ml of water and then extracted with ethyl acetate. The organic phases are combined, dried over sodium sulfate, filt... Starting materials: O (water), ICCCC (iodobutane), C(CCC)S(=O)(=O)OC1=C(C=C(C=C1)CCCC1=CC(=C(C=C1)CCC(=O)OC)O)OC (methyl 3-(4-{3-[4-(butane-1-sulfonyloxy)-3-methoxyphenyl]propyl}-2-hydroxyphenyl)propanoate), C([O-])([O-])=O.[K+].[K+] (potassium carbonate). Reaction SMILES: I[CH2:2][CH2:3][CH2:4][CH3:5].[CH2:6]([S:10]([O:13][C:14]1[CH:19]=[CH:18][C:17]([CH2:20][CH2:21][CH2:22][C:23]2[CH:28]=[CH:27][C:26]([CH2:29][CH2:30][C:31]([O:33][CH3:34])=[O:32])=[C:25]([OH:35])[CH:24]=2)=[CH:16][C:15]=1[O:36][CH3:37])(=[O:12])=[O:11])[CH2:7][CH2:8][CH3:9].C(=O)([O-])[O-].[K+].[K+].O>C(C(C)=O)C>[CH2:6]([S:10]([O:13][C:14]1[CH:19]=[CH:18][C:17]([CH2:20][CH2:21][CH2:22][C:23]2[CH:28]=[CH:27][C:26]([CH2:29][CH2:30][C:31]([O:33][CH3:34])=[O:32])=[C:25]([O:35][CH2:2][CH2:3][CH2:4][CH3:5])[CH:24]=2)=[CH:16][C:15]=1[O:36][CH3:37])(=[O:12])=[O:11])[CH2:7][CH2:8][CH3:9] |f:2.3.4|. Isolated yield 40.0%. Yields the product C(CCC)S(=O)(=O)OC1=C(C=C(C=C1)CCCC1=CC(=C(C=C1)CCC(=O)OC)OCCCC)OC (methyl 3-(4-{3-[4-(butane-1-sulfonyloxy)-3-methoxyphenyl]propyl}-2-butoxyphenyl)propanoate). Run at temperature 70 celsius. Reactants: ClC1=CC=C(C(=O)O)C=C1 (4-Chlorobenzoic acid), C1(=CC=CC=C1)C1CC(NC2=CC=CC=C12)=O (3,4-dihydro-4-phenyl-2(1H)-quinolinone), ice water. Run in polyphosphoric acid. The product is ClC1=CC=C(C(=O)C=2C=C3C(CC(NC3=CC2)=O)C2=CC=CC=C2)C=C1 ((±)-6-(4-chlorobenzoyl)-3,4-dihydro-4-phenyl-2(1H)-quinolinone). Yield: 50.8%. RXN SMILES: [Cl:1][C:2]1[CH:10]=[CH:9][C:5]([C:6]([OH:8])=O)=[CH:4][CH:3]=1.[C:11]1([CH:17]2[C:26]3[C:21](=[CH:22][CH:23]=[CH:24][CH:25]=3)[NH:20][C:19](=[O:27])[CH2:18]2)[CH:16]=[CH:15][CH:14]=[CH:13][CH:12]=1>>[Cl:1][C:2]1[CH:3]=[CH:4][C:5]([C:6]([C:24]2[CH:25]=[C:26]3[C:21](=[CH:22][CH:23]=2)[NH:20][C:19](=[O:27])[CH2:18][CH:17]3[C:11]2[CH:16]=[CH:15][CH:14]=[CH:13][CH:12]=2)=[O:8])=[CH:9][CH:10]=1. Procedure: 4-Chlorobenzoic acid (21.23 g) and 3,4-dihydro-4-phenyl-2(1H)-quinolinone (15 g) were heated in polyphosphoric acid (150 g) at 140° C. for 24 hours. The mixture was poured into ice water and filtered off. The precipitate was taken up in DCM. The organic layer was washed with NaHCO3 (10%) and water, dried (MgSO4) and evaporated. The residue was crystallized from 2-propanone, yielding 12.34 g (50%) of (±)-6-(4-chlorobenzoyl)-3,4-dihydro-4-phenyl-2(1H)-quinolinone; mp. 204° C. (interm. 2-a). Reactants: OC(C#CC1=C(C(=C(C=C1)F)F)F)CCCC (1-(3-hydroxy-1-heptynyl)-2,3,4-trifluorobenzene), [H][H] (hydrogen). The reagents and catalysts are [C].[Pd] (palladium carbon). Solvent: C(C)(=O)OCC (ethyl acetate). The product is OC(CCC1=C(C(=C(C=C1)F)F)F)CCCC (1-(3-hydroxyheptyl)-2,3,4-trifluorobenzene). Isolated yield 91.4%. RXN SMILES: [OH:1][CH:2]([CH2:14][CH2:15][CH2:16][CH3:17])[C:3]#[C:4][C:5]1[CH:10]=[CH:9][C:8]([F:11])=[C:7]([F:12])[C:6]=1[F:13].[H][H]>C(OCC)(=O)C.[C].[Pd]>[OH:1][CH:2]([CH2:14][CH2:15][CH2:16][CH3:17])[CH2:3][CH2:4][C:5]1[CH:10]=[CH:9][C:8]([F:11])=[C:7]([F:12])[C:6]=1[F:13] |f:3.4|. Procedure: In 730 mL of ethyl acetate, 183 g of 1-(3-hydroxy-1-heptynyl)-2,3,4-trifluorobenzene was dissolved, and 9 g of 5% palladium carbon (50% in water) was added. Then, the mixutre was stirred for 6 hours at a hydrogen pressure of 0.4 MPa. After the catalyst was removed by filtration (using cellulose), the solvent was evaporated under a reduced pressure to obtain 170 g of 1-(3-hydroxyheptyl)-2,3,4-trifluorobenzene as a light yellow solid.